This data is from the Open Reaction Database (ORD), a public repository of structured organic reaction records. The task is: describe an organic reaction: reactants, conditions, products, and yield The reactants are Cl (HCl), C(C)(C)(C)OC(=O)N1[C@H]2C[C@]2(C[C@H]1C=1NC=C(N1)C=1C=C2C=CC(=CC2=CC1)C1=CC=C(C=C1)C=1N=C(NC1)[C@H]1N([C@H]2C[C@]2(C1)C)C(=O)OC(C)(C)C)C (tert-butyl(1S,3S,5S)-3-(4-(4-(6-(2-((1S,3S,5S)-2-(tert-butoxycarbonyl)-5-methyl-2-azabicyclo[3.1.0]hex-3-yl)-1H-imidazol-4-yl)-2-naphthyl)phenyl)-1H-imidazol-2-yl)-5-methyl-2-azabicyclo[3.1.0]hexane-2-carboxylate). The solvent is O1CCOCC1 (dioxane), CO (MeOH). Run at time 2 hour. Product: C[C@@]12C[C@H](N[C@H]2C1)C=1NC=C(N1)C1=CC=C(C=C1)C1=CC2=CC=C(C=C2C=C1)C=1N=C(NC1)[C@H]1N[C@H]2C[C@]2(C1)C ((1S,3S,5S)-5-Methyl-3-(4-(4-(6-(2-((1S,3S,5S)-5-methyl-2-azabicyclo[3.1.0]hex-3-yl)-1H-imidazol-4-yl)-2-naphthyl)phenyl)-1H-imidazol-2-yl)-2-azabicyclo[3.1.0]hexane). Reaction SMILES: Cl.C(OC([N:9]1[C@H:14]([C:15]2[NH:16][CH:17]=[C:18]([C:20]3[CH:21]=[C:22]4[C:27](=[CH:28][CH:29]=3)[CH:26]=[C:25]([C:30]3[CH:35]=[CH:34][C:33]([C:36]5[N:37]=[C:38]([C@@H:41]6[CH2:46][C@@:45]7([CH3:47])[C@H:43]([CH2:44]7)[N:42]6C(OC(C)(C)C)=O)[NH:39][CH:40]=5)=[CH:32][CH:31]=3)[CH:24]=[CH:23]4)[N:19]=2)[CH2:13][C@@:12]2([CH3:55])[C@@H:10]1[CH2:11]2)=O)(C)(C)C>O1CCOCC1.CO>[CH3:47][C@@:45]12[CH2:44][C@@H:43]1[NH:42][C@H:41]([C:38]1[NH:39][CH:40]=[C:36]([C:33]3[CH:34]=[CH:35][C:30]([C:25]4[CH:24]=[CH:23][C:22]5[C:27](=[CH:28][CH:29]=[C:20]([C:18]6[N:19]=[C:15]([C@@H:14]7[CH2:13][C@@:12]8([CH3:55])[C@H:10]([CH2:11]8)[NH:9]7)[NH:16][CH:17]=6)[CH:21]=5)[CH:26]=4)=[CH:31][CH:32]=3)[N:37]=1)[CH2:46]2. Reported procedure: A solution of 4N HCl in dioxane (15 mL) was added to tert-butyl(1S,3S,5S)-3-(4-(4-(6-(2-((1S,3S,5S)-2-(tert-butoxycarbonyl)-5-methyl-2-azabicyclo[3.1.0]hex-3-yl)-1H-imidazol-4-yl)-2-naphthyl)phenyl)-1H-imidazol-2-yl)-5-methyl-2-azabicyclo[3.1.0]hexane-2-carboxylate (250 mg. 0.344 mmol) in MeOH (5 mL) and stirred at ambient conditions for 2 hours, concentrated, and dried under vacuum. Tetra HCl salt (assume theoretical: 231 mg). LC-MS retention time 3.09 min; Calcd. for C34H35N6: 527.29 m/z Found...